Dataset: the Open Reaction Database (ORD), a public repository of structured organic reaction records. Task: describe an organic reaction: reactants, conditions, products, and yield Reactants: [Br-].C1(=CC=CC=C1)C(CCC[N+]1=CC2=CC=CC(=C2C=C1)O)C1=CC=CC=C1 (2-(4,4-diphenylbutyl)-5-hydroxyisoquinolinium bromide), C([O-])(O)=O.[Na+] (sodium bicarbonate), [H][H] (hydrogen). Reagents/catalysts: [Pd] (Pd/C). The solvent is CO (methanol). Product: C1(=CC=CC=C1)C(CCCN1CC=2C=CC=C(C2CC1)O)C1=CC=CC=C1 (2-(4,4-Diphenylbutyl)-1,2,3,4-tetrahydroisoquinolin-5-ol). The yield is 100.9%. Reaction SMILES: [Br-].[C:2]1([CH:8]([C:23]2[CH:28]=[CH:27][CH:26]=[CH:25][CH:24]=2)[CH2:9][CH2:10][CH2:11][N+:12]2[CH:21]=[CH:20][C:19]3[C:14](=[CH:15][CH:16]=[CH:17][C:18]=3[OH:22])[CH:13]=2)[CH:7]=[CH:6][CH:5]=[CH:4][CH:3]=1.[H][H].C(=O)(O)[O-].[Na+]>CO.[Pd]>[C:23]1([CH:8]([C:2]2[CH:7]=[CH:6][CH:5]=[CH:4][CH:3]=2)[CH2:9][CH2:10][CH2:11][N:12]2[CH2:21][CH2:20][C:19]3[C:18]([OH:22])=[CH:17][CH:16]=[CH:15][C:14]=3[CH2:13]2)[CH:24]=[CH:25][CH:26]=[CH:27][CH:28]=1 |f:0.1,3.4|. Procedure details: To a solution of 2-(4,4-diphenylbutyl)-5-hydroxyisoquinolinium bromide (2.29 g, 5.27 mmol) in 100 mL of methanol was added 20% Pd/C catalyst (0.7 g). The reaction mixture was shaken under 50 psi of hydrogen at room temperature for 18 hours. The catalyst was then removed by filtration through a pad of Celite. The residue was washed with methanol, and the filtrate was concentrated under vacuum. The white solid obtained was neutralized with saturated sodium bicarbonate solution. The mixture was ext... The reactants are COC1=CC=C(C=C1)B(O)O (4-Methoxyphenylboronic acid), C(=O)([O-])[O-].[Na+].[Na+] (Na2CO3), C1(=CC=CC=C1)P(C1=CC=CC=C1)C1=CC=CC=C1 (triphenylphosphane), NC=1C(=NC(=CN1)Br)C(=O)NC1=CC=CC=C1 (3-amino-6-bromo-N-phenyl-pyrazine-2-carboxamide). The reagents and catalysts are Cl[Pd]Cl (dichloropalladium). Run in CN(C)C=O (DMF). Conditions: temperature 88 celsius. Yields the product NC=1C(=NC(=CN1)C1=CC=C(C=C1)OC)C(=O)NC1=CC=CC=C1 (3-amino-6-(4-methoxyphenyl)-N-phenylpyrazine-2-carboxamide). The yield is 42.0%. Reaction SMILES: [CH3:1][O:2][C:3]1[CH:8]=[CH:7][C:6](B(O)O)=[CH:5][CH:4]=1.C1(P(C2C=CC=CC=2)C2C=CC=CC=2)C=CC=CC=1.[NH2:31][C:32]1[C:33]([C:39]([NH:41][C:42]2[CH:47]=[CH:46][CH:45]=[CH:44][CH:43]=2)=[O:40])=[N:34][C:35](Br)=[CH:36][N:37]=1.C([O-])([O-])=O.[Na+].[Na+]>CN(C=O)C.Cl[Pd]Cl>[NH2:31][C:32]1[C:33]([C:39]([NH:41][C:42]2[CH:43]=[CH:44][CH:45]=[CH:46][CH:47]=2)=[O:40])=[N:34][C:35]([C:6]2[CH:7]=[CH:8][C:3]([O:2][CH3:1])=[CH:4][CH:5]=2)=[CH:36][N:37]=1 |f:3.4.5|. Reported procedure: A Greenhouse tube was charged with 4-Methoxyphenylboronic acid (31.4 mg, 0.207 mmol) and treated with a solution of dichloropalladium; triphenylphosphane (4.84 mg, 0.0069 mmol) and 3-amino-6-bromo-N-phenyl-pyrazine-2-carboxamide (40.45 mg, 0.138 mmol) in DMF (0.81 mL) followed by Na2CO3 (2M solution, 207 uL, 0.414 mmol). The mixture was flushed with nitrogen and heated to 88° C. for 18 hours. After this time the reaction was filtered to remove inorganics and the resultant residue was purified by... The reactants are BrC=1C=NN2C1N=C(C=C2)Cl (3-bromo-5-chloropyrazolo[1,5-a]pyrimidine), C(C)(C)(C)OC(=O)N1CCNCC1 (T-butylpiperazine carboxylate), C(C)(C)N(CC)C(C)C (diisopropylethylamine). Run in C(C)(C)O (isopropanol), O (water). Reaction conditions: temperature 65 celsius, time 8 hour. Product: BrC=1C=NN2C1N=C(C=C2)N2CCN(CC2)C(=O)OC(C)(C)C (tert-butyl 4-(3-bromopyrazolo[1,5-a]pyrimidin-5-yl)piperazine-1-carboxylate). The yield is 96.4%. Reaction SMILES: [Br:1][C:2]1[CH:3]=[N:4][N:5]2[CH:10]=[CH:9][C:8](Cl)=[N:7][C:6]=12.[C:12]([O:16][C:17]([N:19]1[CH2:24][CH2:23][NH:22][CH2:21][CH2:20]1)=[O:18])([CH3:15])([CH3:14])[CH3:13].C(N(C(C)C)CC)(C)C>C(O)(C)C.O>[Br:1][C:2]1[CH:3]=[N:4][N:5]2[CH:10]=[CH:9][C:8]([N:22]3[CH2:21][CH2:20][N:19]([C:17]([O:16][C:12]([CH3:15])([CH3:14])[CH3:13])=[O:18])[CH2:24][CH2:23]3)=[N:7][C:6]=12. Procedure: 3-bromo-5-chloropyrazolo[1,5-a]pyrimidine (10 g, 43 mmol) taken up in isopropanol. T-butylpiperazine carboxylate (9.61 g, 51.6 mmol), diisopropylethylamine (22.4 mL, 129 mmol) added and stirred at 65° C. overnight. Reaction was cooled to room temperature, diluted with water and solid product filtered off. The solid was washed with water, dried to obtain 15.84 g crude product for further reaction, as is. LRMS (ESI) m/z 382/384 [(M+H)]+, calc'd for C15H20BrN5O2: 382.2. Reactants: C(C)(=O)ON=C1CCN(CC1)C(=O)C=1C=C2CCC(NC2=CC1)=O (6-(4-acetyloxyimino-1-piperidylcarbonyl)-3,4-dihydrocarbostyril). The reagents and catalysts are [Pt]=O (platinum oxide). Run in C(C)(=O)O (acetic acid). The product is NC1CCN(CC1)C(=O)C=1C=C2CCC(NC2=CC1)=O (6-(4-amino-1-piperidylcarbonyl)-3,4-dihydrocarbostyril). As a reaction SMILES: C(O[N:5]=[C:6]1[CH2:11][CH2:10][N:9]([C:12]([C:14]2[CH:15]=[C:16]3[C:21](=[CH:22][CH:23]=2)[NH:20][C:19](=[O:24])[CH2:18][CH2:17]3)=[O:13])[CH2:8][CH2:7]1)(=O)C>C(O)(=O)C.[Pt]=O>[NH2:5][CH:6]1[CH2:11][CH2:10][N:9]([C:12]([C:14]2[CH:15]=[C:16]3[C:21](=[CH:22][CH:23]=2)[NH:20][C:19](=[O:24])[CH2:18][CH2:17]3)=[O:13])[CH2:8][CH2:7]1. Procedure: 10 Grams of 6-(4-acetyloxyimino-1-piperidylcarbonyl)-3,4-dihydrocarbostyril and 0.5 g of platinum oxide were dispersed in 150 ml of acetic acid, then the mixture was catalytically reduced at room temperature under normal pressure. The catalyst was removed by filtration, then the filtrate was concentrated under reduced pressure by evaporating the solvent, the residue thus obtained was purified by means of a silica gel column chromatography (eluent: dichloromethane:methanol=10:1) to yield 3 g of 6... As a reaction SMILES: [C:1]([C:5]1[CH:46]=[CH:45][C:8]([C:9]([N:11]2[C@@H:15]([C:16]3[CH:21]=[CH:20][CH:19]=[C:18]([C:22]4[CH:27]=[CH:26][CH:25]=[CH:24][CH:23]=4)[CH:17]=3)[C@@H:14]([C:28]3[CH:33]=[N:32][CH:31]=[CH:30][N:29]=3)[CH2:13][C@@:12]2([CH2:41][CH:42]([CH3:44])[CH3:43])[C:34]([O:36]C(C)(C)C)=[O:35])=[O:10])=[CH:7][CH:6]=1)([CH3:4])([CH3:3])[CH3:2].C(O)(C(F)(F)F)=O>>[C:1]([C:5]1[CH:6]=[CH:7][C:8]([C:9]([N:11]2[C@@H:15]([C:16]3[CH:21]=[CH:20][CH:19]=[C:18]([C:22]4[CH:27]=[CH:26][CH:25]=[CH:24][CH:23]=4)[CH:17]=3)[C@@H:14]([C:28]3[CH:33]=[N:32][CH:31]=[CH:30][N:29]=3)[CH2:13][C@@:12]2([CH2:41][CH:42]([CH3:43])[CH3:44])[C:34]([OH:36])=[O:35])=[O:10])=[CH:45][CH:46]=1)([CH3:3])([CH3:2])[CH3:4]. Yields the product C(C)(C)(C)C1=CC=C(C(=O)N2[C@@](C[C@@H]([C@@H]2C2=CC(=CC=C2)C2=CC=CC=C2)C2=NC=CN=C2)(C(=O)O)CC(C)C)C=C1 (rel-(2S,4S,5R)-1-(4-tert-Butylbenzoyl)-2-isobutyl-4-(pyrazin-2-yl)-5-(3-phenyl phenyl)-pyrrolidine-2-carboxylic acid). Procedure: The tert-butyl ester from stage A was deprotected with TFA in a similar manner to that described in Example 1, to afford the title compound as a solid. The reactants are C(C)(C)(C)C1=CC=C(C(=O)N2[C@@](C[C@@H]([C@@H]2C2=CC(=CC=C2)C2=CC=CC=C2)C2=NC=CN=C2)(C(=O)OC(C)(C)C)CC(C)C)C=C1 (rel-(2S,4S,5R)-1-(4-tert-butylbenzoyl)-2-isobutyl-4-pyrazin-2-yl-5-(3-phenyl phenyl)pyrrolidine-2-carboxylic acid, tert butyl ester), C(=O)(C(F)(F)F)O (TFA). Starting materials: ClC(Cl)Cl, NCc1cccs1, O=C1OC(=O)c2ccccc21. Product: O=C(O)c1ccccc1C(=O)NCc1cccs1. Reaction SMILES: [Cl:19][CH:20]([Cl:21])[Cl:22].[NH2:1][CH2:2][c:3]1[s:4][cH:5][cH:6][cH:7]1.[O:8]=[C:9]1[O:10][C:11](=[O:12])[c:13]2[cH:14][cH:15][cH:16][cH:17][c:18]21>>[NH:1]([CH2:2][c:3]1[s:4][cH:5][cH:6][cH:7]1)[C:11](=[O:12])[c:13]1[cH:14][cH:15][cH:16][cH:17][c:18]1[C:9](=[O:8])[OH:10]. Reactants: C(C)(C)ONS(=O)(=O)C1=CC(=CC=C1)[N+](=O)[O-] (N1-isopropoxy-3-nitro-1-benzenesulfonamide). The reagents and catalysts are [Pd].[O-]S(=O)(=O)[O-].[Ba+2] (Pd BaSO4). Conditions: time 1 hour. Yields the product NC=1C=C(C=CC1)S(=O)(=O)NOC(C)C (3-amino-N1-isopropoxy-1-benzenesulfonamide). Yield: 93.3%. Reaction SMILES: [CH:1]([O:4][NH:5][S:6]([C:9]1[CH:14]=[CH:13][CH:12]=[C:11]([N+:15]([O-])=O)[CH:10]=1)(=[O:8])=[O:7])([CH3:3])[CH3:2]>[Pd].[O-]S([O-])(=O)=O.[Ba+2]>[NH2:15][C:11]1[CH:10]=[C:9]([S:6]([NH:5][O:4][CH:1]([CH3:3])[CH3:2])(=[O:7])=[O:8])[CH:14]=[CH:13][CH:12]=1 |f:1.2.3|. Reported procedure: To a Parr H2 vessel containing 5% Pd/BaSO4 (0.350 g) was added a methanolic solution (125 mL) of N1-isopropoxy-3-nitro-1-benzenesulfonamide (3.50 g, 0.0135 mol) at rt under Ar atm. The solution was hydrogenated at 45 psi for approx. 1.0 h. The reaction mixtire was filtered (½″ celite pad) and evaporated to give the product as yellow crystalline solid 2.90 g (96%). 1H NMR (CDCl3) 1.20(d,25H); 4.27(m, 1H); 7.05(s,1H); 7.75(1,1H); 8.22(d, 1H); 8.48 (dd,1H); 8.74(t, 1H). Starting materials: FC=1C=C(C=CC1F)C(C)NC(C1=CC(=CC=C1)[N+](=O)[O-])C1=CC=C(C=C1)SC (N-[1-(3,4-difluorophenyl)ethyl]-N-[(4-methylthiophenyl)-(3-nitrophenyl)methyl]amine), [BH4-].[Na+] (sodium borohydride). Reagents/catalysts: [Ni](Cl)Cl (nickel chloride). The solvent is CO (methanol). Yields the product FC=1C=C(C=CC1F)C(C)NC(C=1C=C(C=CC1)N)C1=CC=C(C=C1)SC (3-{[1-(3,4-Difluorophenyl)ethylamino]-(4-methylthiophenyl)methyl}phenylamine). As a reaction SMILES: [F:1][C:2]1[CH:3]=[C:4]([CH:9]([NH:11][CH:12]([C:22]2[CH:27]=[CH:26][C:25]([S:28][CH3:29])=[CH:24][CH:23]=2)[C:13]2[CH:18]=[CH:17][CH:16]=[C:15]([N+:19]([O-])=O)[CH:14]=2)[CH3:10])[CH:5]=[CH:6][C:7]=1[F:8].[BH4-].[Na+]>[Ni](Cl)Cl.CO>[F:1][C:2]1[CH:3]=[C:4]([CH:9]([NH:11][CH:12]([C:22]2[CH:23]=[CH:24][C:25]([S:28][CH3:29])=[CH:26][CH:27]=2)[C:13]2[CH:14]=[C:15]([NH2:19])[CH:16]=[CH:17][CH:18]=2)[CH3:10])[CH:5]=[CH:6][C:7]=1[F:8] |f:1.2|. Procedure: Following a similar reaction, separation and purification procedure to that described in Example (59b), 3.74 g of N-[1-(3,4-difluorophenyl)ethyl]-N-[(4-methylthiophenyl)-(3-nitrophenyl)methyl]amine [prepared as described in step (a) above], 4.29 g of nickel chloride lhexahydrate, 1.37 g of sodium borohydride and 80 ml of methanol were reacted, to obtain 796 mg of isomer A and 400 mg of isomer B of the title compound as colorless oils, respectively.